From a dataset of the Open Reaction Database (ORD), a public repository of structured organic reaction records. describe an organic reaction: reactants, conditions, products, and yield Reactants: O=[Ag], CCCI, CCOC(=O)C(O)Cc1ccc(OCc2ccccc2)cc1, CCOC(C)=O, CN(C)C=O, O. The product is CCCOC(Cc1ccc(OCc2ccccc2)cc1)C(=O)OCC. RXN SMILES: [Ag:39]=[O:40].[CH2:1]([CH2:2][CH3:3])[I:4].[CH2:5]([CH3:6])[O:7][C:8]([CH:9]([CH2:10][c:11]1[cH:12][cH:13][c:14]([O:17][CH2:18][c:19]2[cH:20][cH:21][cH:22][cH:23][cH:24]2)[cH:15][cH:16]1)[OH:25])=[O:26].[CH3:27][CH2:28][O:29][C:30](=[O:31])[CH3:32].[O:34]=[CH:35][N:36]([CH3:37])[CH3:38].[OH2:33]>>[CH2:1]([CH2:2][CH3:3])[O:25][CH:9]([C:8]([O:7][CH2:5][CH3:6])=[O:26])[CH2:10][c:11]1[cH:12][cH:13][c:14]([O:17][CH2:18][c:19]2[cH:20][cH:21][cH:22][cH:23][cH:24]2)[cH:15][cH:16]1. The reactants are C=CC#N, CCOC(OCC)P([O-])OCC, CC(=O)O, CCO, [H-], [Na+]. Product: CCOC(OCC)P(=O)(CCC#N)OCC. RXN SMILES: [CH2:13]=[CH:14][C:15]#[N:16].[CH2:1]([CH3:2])[O:3][P:4]([O-:5])[CH:6]([O:7][CH2:8][CH3:9])[O:10][CH2:11][CH3:12].[CH3:19][C:20](=[O:21])[OH:22].[CH3:23][CH2:24][OH:25].[H-:17].[Na+:18]>>[CH2:1]([CH3:2])[O:3][P:4](=[O:5])([CH:6]([O:7][CH2:8][CH3:9])[O:10][CH2:11][CH3:12])[CH2:13][CH2:14][C:15]#[N:16]. Reactants: O=C(c1c(F)cc(Br)cc1F)N1CCN(c2ccc(C3CC3)cn2)CC1, O=C1N=CCO1. The product is O=C(c1c(F)cc(N2CCOC2=O)cc1F)N1CCN(c2ccc(C3CC3)cn2)CC1. RXN SMILES: [Br:1][c:2]1[cH:3][c:4]([F:26])[c:5]([C:9](=[O:10])[N:11]2[CH2:12][CH2:13][N:14]([c:17]3[n:18][cH:19][c:20]([CH:23]4[CH2:24][CH2:25]4)[cH:21][cH:22]3)[CH2:15][CH2:16]2)[c:6]([F:8])[cH:7]1.[O:27]1[C:28](=[O:32])[N:29]=[CH:30][CH2:31]1>>[c:2]1([N:29]2[C:28](=[O:32])[O:27][CH2:31][CH2:30]2)[cH:3][c:4]([F:26])[c:5]([C:9](=[O:10])[N:11]2[CH2:12][CH2:13][N:14]([c:17]3[n:18][cH:19][c:20]([CH:23]4[CH2:24][CH2:25]4)[cH:21][cH:22]3)[CH2:15][CH2:16]2)[c:6]([F:8])[cH:7]1. Reactants: O=S(=O)(c1ccc2cc(Br)ccc2c1)N1CCNCC1, Cc1cc(-c2ccc(C(=O)O)cc2)ccn1, CCN=C=NCCCN(C)C, Cl, CN(C)C=O. Yields the product Cc1cc(-c2ccc(C(=O)N3CCN(S(=O)(=O)c4ccc5cc(Br)ccc5c4)CC3)cc2)ccn1. Reaction SMILES: [Br:17][c:18]1[cH:19][c:20]2[cH:21][cH:22][c:23]([S:28](=[O:29])(=[O:30])[N:31]3[CH2:32][CH2:33][NH:34][CH2:35][CH2:36]3)[cH:24][c:25]2[cH:26][cH:27]1.[CH3:1][c:2]1[n:3][cH:4][cH:5][c:6](-[c:8]2[cH:9][cH:10][c:11]([C:12](=[O:13])[OH:14])[cH:15][cH:16]2)[cH:7]1.[CH3:38][N:39]([CH3:40])[CH2:41][CH2:42][CH2:43][N:44]=[C:45]=[N:46][CH2:47][CH3:48].[ClH:37].[O:49]=[CH:50][N:51]([CH3:52])[CH3:53]>>[CH3:1][c:2]1[n:3][cH:4][cH:5][c:6](-[c:8]2[cH:9][cH:10][c:11]([C:12](=[O:14])[N:34]3[CH2:33][CH2:32][N:31]([S:28]([c:23]4[cH:22][cH:21][c:20]5[cH:19][c:18]([Br:17])[cH:27][cH:26][c:25]5[cH:24]4)(=[O:29])=[O:30])[CH2:36][CH2:35]3)[cH:15][cH:16]2)[cH:7]1. The reactants are Cc1ccccc1, NCC1Cc2ccccc2N1, O=C1OC(=O)c2ccccc21, O. Yields the product O=C1c2ccccc2C(=O)N1CC1Cc2ccccc2N1. Reaction SMILES: [CH3:24][c:25]1[cH:26][cH:27][cH:28][cH:29][cH:30]1.[NH2:1][CH2:2][CH:3]1[NH:4][c:5]2[cH:6][cH:7][cH:8][cH:9][c:10]2[CH2:11]1.[O:12]=[C:13]1[O:14][C:15](=[O:16])[c:17]2[cH:18][cH:19][cH:20][cH:21][c:22]21.[OH2:23]>>[N:1]1([CH2:2][CH:3]2[NH:4][c:5]3[cH:6][cH:7][cH:8][cH:9][c:10]3[CH2:11]2)[C:13](=[O:12])[c:22]2[c:17]([cH:18][cH:19][cH:20][cH:21]2)[C:15]1=[O:14].